Dataset: the Open Reaction Database (ORD), a public repository of structured organic reaction records. Task: describe an organic reaction: reactants, conditions, products, and yield Starting materials: CC(=O)OC(C)=O, COc1ccc(C(=O)Nc2c(Cl)cc(N)cc2Cl)cc1OC1CCCC1, O. The product is COc1ccc(C(=O)Nc2c(Cl)cc(NC(C)=O)cc2Cl)cc1OC1CCCC1. As a reaction SMILES: [CH3:1][C:2](=[O:3])[O:4][C:5](=[O:6])[CH3:7].[Cl:8][c:9]1[c:10]([NH:17][C:18]([c:19]2[cH:20][c:21]([O:27][CH:28]3[CH2:29][CH2:30][CH2:31][CH2:32]3)[c:22]([O:25][CH3:26])[cH:23][cH:24]2)=[O:33])[c:11]([Cl:16])[cH:12][c:13]([NH2:15])[cH:14]1.[OH2:34]>>[CH3:1][C:2](=[O:3])[NH:15][c:13]1[cH:12][c:11]([Cl:16])[c:10]([NH:17][C:18]([c:19]2[cH:20][c:21]([O:27][CH:28]3[CH2:29][CH2:30][CH2:31][CH2:32]3)[c:22]([O:25][CH3:26])[cH:23][cH:24]2)=[O:33])[c:9]([Cl:8])[cH:14]1. Reactants: C(C)(C)(C)OC(=O)N1CC(CC1)OC1=C(C(=C2C(C(=CN(C2=C1F)C1CC1)C(=O)OCC)=O)N)F (Ethyl 7-(t-butoxycarbonyl-3-pyrrolidinyloxy)-1-cyclopropyl-5-amino-6,8-difluoro-1,4-dihydro-4-oxoquinoline-3carboxylate), Cl (hydrochloric acid). Run in C(C)(=O)O (acetic acid). Product: Cl.N1CC(CC1)OC1=C(C(=C2C(C(=CN(C2=C1F)C1CC1)C(=O)O)=O)N)F (7-(3-Pyrrolidinyloxy)-1-cyclopropyl-5-amino-6,8-difluoro-1,4-dihydro-4-oxoquinoline-3-carboxylic acid hydrochloride). RXN SMILES: C(OC([N:8]1[CH2:12][CH2:11][CH:10]([O:13][C:14]2[C:23]([F:24])=[C:22]3[C:17]([C:18](=[O:33])[C:19]([C:28]([O:30]CC)=[O:29])=[CH:20][N:21]3[CH:25]3[CH2:27][CH2:26]3)=[C:16]([NH2:34])[C:15]=2[F:35])[CH2:9]1)=O)(C)(C)C.[ClH:36]>C(O)(=O)C>[ClH:36].[NH:8]1[CH2:12][CH2:11][CH:10]([O:13][C:14]2[C:23]([F:24])=[C:22]3[C:17]([C:18](=[O:33])[C:19]([C:28]([OH:30])=[O:29])=[CH:20][N:21]3[CH:25]3[CH2:27][CH2:26]3)=[C:16]([NH2:34])[C:15]=2[F:35])[CH2:9]1 |f:3.4|. Procedure: Ethyl 7-(t-butoxycarbonyl-3-pyrrolidinyloxy)-1-cyclopropyl-5-amino-6,8-difluoro-1,4-dihydro-4-oxoquinoline-3carboxylate (105 mg) was similarly treated using 0.5 ml of concentrated hydrochloric acid and 2 ml of acetic acid, whereby 38 mg of the title product was obtained. Starting materials: CC(C)=O, COc1ccccc1C=O, [Na+], [OH-], O. Product: COc1ccccc1C=CC(C)=O. RXN SMILES: [CH3:3][C:4]([CH3:5])=[O:6].[CH:7]([c:8]1[c:9]([O:14][CH3:15])[cH:10][cH:11][cH:12][cH:13]1)=[O:16].[Na+:2].[OH-:1].[OH2:17]>>[CH:3]([C:4]([CH3:5])=[O:6])=[CH:7][c:8]1[c:9]([O:14][CH3:15])[cH:10][cH:11][cH:12][cH:13]1. The reactants are resultant solution, C1=CC=CC=2C3=CC=CC=C3C(C12)COC(=O)N[C@@H]([C@@H](C)CC)C(=O)O (N-[(9-fluorenyl)methoxycarbonyl]-L-isoleucine), C(CCCCCCCCCCCCCCCCC)N (octadecylamine), Cl.C(C)N=C=NCCCN(C)C (1-ethyl-3-(3-dimethylaminopropyl)carbodiimide hydrochloride). The reagents and catalysts are CN(C)C1=CC=NC=C1 (4-(N,N-dimethylamino)pyridine). Run in ClCCl (dichloromethane). Product: C1=CC=CC=2C3=CC=CC=C3C(C12)COC(=O)N[C@@H]([C@@H](C)CC)C(=O)NCCCCCCCCCCCCCCCCCC (N-[(9-fluorenyl)methoxycarbonyl]-L-isoleucylaminooctadecane). Isolated yield 87.1%. As a reaction SMILES: [CH:1]1[C:13]2[CH:12]([CH2:14][O:15][C:16]([NH:18][C@H:19]([C:24]([OH:26])=O)[C@H:20]([CH2:22][CH3:23])[CH3:21])=[O:17])[C:11]3[C:6](=[CH:7][CH:8]=[CH:9][CH:10]=3)[C:5]=2[CH:4]=[CH:3][CH:2]=1.[CH2:27]([NH2:45])[CH2:28][CH2:29][CH2:30][CH2:31][CH2:32][CH2:33][CH2:34][CH2:35][CH2:36][CH2:37][CH2:38][CH2:39][CH2:40][CH2:41][CH2:42][CH2:43][CH3:44].Cl.C(N=C=NCCCN(C)C)C>CN(C1C=CN=CC=1)C.ClCCl>[CH:1]1[C:13]2[CH:12]([CH2:14][O:15][C:16]([NH:18][C@H:19]([C:24]([NH:45][CH2:27][CH2:28][CH2:29][CH2:30][CH2:31][CH2:32][CH2:33][CH2:34][CH2:35][CH2:36][CH2:37][CH2:38][CH2:39][CH2:40][CH2:41][CH2:42][CH2:43][CH3:44])=[O:26])[C@H:20]([CH2:22][CH3:23])[CH3:21])=[O:17])[C:11]3[C:6](=[CH:7][CH:8]=[CH:9][CH:10]=3)[C:5]=2[CH:4]=[CH:3][CH:2]=1 |f:2.3|. Procedure details: 2.47 g (0.007 mol) of N-[(9-fluorenyl)methoxycarbonyl]-L-isoleucine, 1.89 g (0.007 mol) of octadecylamine, 85.5 mg (0.0007 mol) of 4-(N,N-dimethylamino)pyridine (DMAP), and 1.61 g (0.0084 mol) of 1-ethyl-3-(3-dimethylaminopropyl)carbodiimide hydrochloride (EDC) was dissolved in 45 ml of dichloromethane, and the resultant solution was stirred for 4 days at room temperature. Then, the obtained reaction mixture was extracted with dichloromethane, and the organic layer was dried over anhydrous magne... Starting materials: C#CCO, CCNCC, CC(C)Oc1ccc(NC(=O)N2CCC(c3ncnc4ccc(I)cc34)CC2)cc1, [Cu]I. As a reaction SMILES: [CH2:31]([C:32]#[CH:33])[OH:34].[CH2:35]([NH:36][CH2:37][CH3:38])[CH3:39].[CH:1]([CH3:2])([CH3:3])[O:4][c:5]1[cH:6][cH:7][c:8]([NH:11][C:12](=[O:13])[N:14]2[CH2:15][CH2:16][CH:17]([c:20]3[n:21][cH:22][n:23][c:24]4[cH:25][cH:26][c:27]([I:30])[cH:28][c:29]34)[CH2:18][CH2:19]2)[cH:9][cH:10]1.[Cu:40][I:41]>>[CH:1]([CH3:2])([CH3:3])[O:4][c:5]1[cH:6][cH:7][c:8]([NH:11][C:12](=[O:13])[N:14]2[CH2:15][CH2:16][CH:17]([c:20]3[n:21][cH:22][n:23][c:24]4[cH:25][cH:26][c:27]([C:33]#[C:32][CH2:31][OH:34])[cH:28][c:29]34)[CH2:18][CH2:19]2)[cH:9][cH:10]1. Yields the product CC(C)Oc1ccc(NC(=O)N2CCC(c3ncnc4ccc(C#CCO)cc34)CC2)cc1. Procedure: To a dry 16×100 mm Chem-Glass reaction tube under N2 was added 2-fluoro-4-iodonicotinaldehyde (5 g, 19.92 mmol), (2,4-difluorophenyl)hydrazine (3.01 g, 20.92 mmol) and anhydrous NMP (35 mL). The reaction mixture was flushed with argon, securely capped, stirred for 20 min at room temp, and then placed in a 180° C. oil bath for 4 h. The reaction mixture was then allowed to stir at room temperature for 72 h. The reaction mixture was diluted with EtOAc (1200 mL) and the organic layer was extracted w... The product is FC1=C(C=CC(=C1)F)N1N=CC=2C1=NC=CC2I (1-(2,4-difluorophenyl)-4-iodo-1H-pyrazolo[3,4-b]pyridine). As a reaction SMILES: F[C:2]1[N:9]=[CH:8][CH:7]=[C:6]([I:10])[C:3]=1[CH:4]=O.[F:11][C:12]1[CH:17]=[C:16]([F:18])[CH:15]=[CH:14][C:13]=1[NH:19][NH2:20]>CN1C(=O)CCC1>[F:11][C:12]1[CH:17]=[C:16]([F:18])[CH:15]=[CH:14][C:13]=1[N:19]1[C:2]2=[N:9][CH:8]=[CH:7][C:6]([I:10])=[C:3]2[CH:4]=[N:20]1. Isolated yield 63.7%. The reactants are FC1=C(C=O)C(=CC=N1)I (2-fluoro-4-iodonicotinaldehyde), FC1=C(C=CC(=C1)F)NN ((2,4-difluorophenyl)hydrazine). Run at time 20 minute. Solvent: CN1CCCC1=O (NMP). Reactants: [H-].C(C(C)C)[Al+]CC(C)C (diisobutylaluminium hydride), CC1(OC[C@@](O1)(C(=O)OCC)C)C (ethyl (R)-2,2,4-trimethyl-1,3-dioxolan-4-carboxylate), CO (methanol), O (water). Run in CCOCC (ether), CCOCC (ether). Reaction conditions: time 30 minute. Yields the product C(=O)[C@@]1(OC(OC1)(C)C)C ((R)-4-formyl-2,2,4-trimethyl-1,3-dioxolan). Reaction SMILES: [CH3:1][C:2]1([CH3:13])[O:6][C@@:5]([CH3:12])([C:7](OCC)=[O:8])[CH2:4][O:3]1.[H-].C([Al+]CC(C)C)C(C)C.CO.O>CCOCC>[CH:7]([C@@:5]1([CH3:12])[CH2:4][O:3][C:2]([CH3:13])([CH3:1])[O:6]1)=[O:8] |f:1.2|. Reported procedure: To a solution of 5 g of ethyl (R)-2,2,4-trimethyl-1,3-dioxolan-4-carboxylate in 30 ml of anhydrous ether, cooled down to -78°, were added dropwise while stirring for about 30 minutes, 4.55 g of diisobutylaluminium hydride in 25 ml of anhydrous ether. The temperature was held at -78° during the entire addition. The stirring was continued at -70° for a further 5 hours in order to complete the reaction. Excess reagent was then decomposed by cautious addition of a mixture of 2 ml of methanol and 2 m... Reactants: Cl.COC=1C=C(C=CC1OC)C=1C(C(N(N1)C1CCNCC1)=O)(C)C (5-(3,4-dimethoxyphenyl)-4,4-dimethyl-2-(piperidin-4-yl)-2,4-dihydro-3H-pyrazol-3-one hydrochloride), Cl.COC=1C=C(C=CC1OC)C=1C(C(N(N1)C1CCNCC1)=O)(C)C (5-(3,4-dimethoxyphenyl)-4,4-dimethyl-2-(piperidin-4-yl)-2,4-dihydro-3H-pyrazol-3-one hydrochloride), N1C(=CC2=CC=CC=C12)C(=O)O (1H-indole-2-carboxylic acid), crude product. Solvent: CN(C)C=O (DMF). The product is COC=1C=C(C=CC1OC)C=1C(C(N(N1)C1CCN(CC1)C(=O)C=1NC2=CC=CC=C2C1)=O)(C)C (5-(3,4-Dimethoxyphenyl)-2-[1-(1H-indol-2-ylcarbonyl)piperidin-4-yl]-4,4-dimethyl-2,4-dihydro-3H-pyrazol-3-one). As a reaction SMILES: Cl.[CH3:2][O:3][C:4]1[CH:5]=[C:6]([C:12]2[C:13]([CH3:25])([CH3:24])[C:14](=[O:23])[N:15]([CH:17]3[CH2:22][CH2:21][NH:20][CH2:19][CH2:18]3)[N:16]=2)[CH:7]=[CH:8][C:9]=1[O:10][CH3:11].[NH:26]1[C:34]2[C:29](=[CH:30][CH:31]=[CH:32][CH:33]=2)[CH:28]=[C:27]1[C:35](O)=[O:36]>CN(C=O)C>[CH3:2][O:3][C:4]1[CH:5]=[C:6]([C:12]2[C:13]([CH3:25])([CH3:24])[C:14](=[O:23])[N:15]([CH:17]3[CH2:22][CH2:21][N:20]([C:35]([C:27]4[NH:26][C:34]5[C:29]([CH:28]=4)=[CH:30][CH:31]=[CH:32][CH:33]=5)=[O:36])[CH2:19][CH2:18]3)[N:16]=2)[CH:7]=[CH:8][C:9]=1[O:10][CH3:11] |f:0.1|. Procedure details: The title compound is prepared analogously as described for GP2-WU1 using 5-(3,4-dimethoxyphenyl)-4,4-dimethyl-2-(piperidin-4-yl)-2,4-dihydro-3H-pyrazol-3-one (compound B1) and 1H-indole-2-carboxylic acid as starting compounds. The crude product is treated with DMF, the solids are removed by filtration, and the solvent is removed under reduces pressure. The resulting solid is purified by crystallization from DCM and diethyl ether to yield the title compound.